From a dataset of the Open Reaction Database (ORD), a public repository of structured organic reaction records. describe an organic reaction: reactants, conditions, products, and yield Reactants: [BH4-], CO, CCCCCC(=O)C=CC1CCCC(=O)N1CCCCCCC(=O)OC, ClCCl, [Na+]. The product is CCCCCC(O)C=CC1CCCC(=O)N1CCCCCCC(=O)OC. Reaction SMILES: [BH4-:1].[CH3:3][OH:4].[CH3:5][O:6][C:7]([CH2:8][CH2:9][CH2:10][CH2:11][CH2:12][CH2:13][N:14]1[C:15](=[O:29])[CH2:16][CH2:17][CH2:18][CH:19]1[CH:20]=[CH:21][C:22]([CH2:23][CH2:24][CH2:25][CH2:26][CH3:27])=[O:28])=[O:30].[Cl:31][CH2:32][Cl:33].[Na+:2]>>[CH3:5][O:6][C:7]([CH2:8][CH2:9][CH2:10][CH2:11][CH2:12][CH2:13][N:14]1[C:15](=[O:29])[CH2:16][CH2:17][CH2:18][CH:19]1[CH:20]=[CH:21][CH:22]([CH2:23][CH2:24][CH2:25][CH2:26][CH3:27])[OH:28])=[O:30]. The product is Nc1ccc(Oc2c(NCc3ccccc3)cc(C(=O)O)cc2S(N)(=O)=O)cc1. As a reaction SMILES: [C:1](=[O:2])([CH3:3])[NH:4][c:5]1[cH:6][cH:7][c:8]([O:9][c:10]2[c:11]([NH:23][CH2:24][c:25]3[cH:26][cH:27][cH:28][cH:29][cH:30]3)[cH:12][c:13]([C:14](=[O:15])[OH:16])[cH:17][c:18]2[S:19]([NH2:20])(=[O:21])=[O:22])[cH:31][cH:32]1.[Na+:34].[OH-:33]>>[NH2:4][c:5]1[cH:6][cH:7][c:8]([O:9][c:10]2[c:11]([NH:23][CH2:24][c:25]3[cH:26][cH:27][cH:28][cH:29][cH:30]3)[cH:12][c:13]([C:14](=[O:15])[OH:16])[cH:17][c:18]2[S:19]([NH2:20])(=[O:21])=[O:22])[cH:31][cH:32]1. The reactants are CC(=O)Nc1ccc(Oc2c(NCc3ccccc3)cc(C(=O)O)cc2S(N)(=O)=O)cc1, [Na+], [OH-]. Reactants: CC(C)(C)OC(=O)NC(Cc1ccccc1)C(=O)O, ClCCl, CCCCCCC, CCc1ccccc1, CC(C)[N-]C(C)C, Cl, [Li+], C1CCOC1, O. Yields the product CC(C)(C)OC(=O)NC(Cc1ccccc1)C(=O)C(Cl)Cl. RXN SMILES: [C:1]([CH3:2])([CH3:3])([CH3:4])[O:5][C:6](=[O:7])[NH:8][CH:9]([CH2:10][c:11]1[cH:12][cH:13][cH:14][cH:15][cH:16]1)[C:17](=[O:18])[OH:19].[CH2:30]([Cl:31])[Cl:32].[CH3:38][CH2:39][CH2:40][CH2:41][CH2:42][CH2:43][CH3:44].[CH3:45][CH2:46][c:47]1[cH:48][cH:49][cH:50][cH:51][cH:52]1.[CH:20]([N-:21][CH:22]([CH3:23])[CH3:24])([CH3:25])[CH3:26].[ClH:28].[Li+:27].[O:33]1[CH2:34][CH2:35][CH2:36][CH2:37]1.[OH2:29]>>[C:1]([CH3:2])([CH3:3])([CH3:4])[O:5][C:6](=[O:7])[NH:8][CH:9]([CH2:10][c:11]1[cH:12][cH:13][cH:14][cH:15][cH:16]1)[C:17](=[O:19])[CH:30]([Cl:31])[Cl:32]. Starting materials: CI, CCN(CC)CCOC, C1CCOC1. Product: CC[N+](C)(CC)CCOC, [I-]. As a reaction SMILES: [CH3:10][I:11].[CH3:1][O:2][CH2:3][CH2:4][N:5]([CH2:6][CH3:7])[CH2:8][CH3:9].[O:12]1[CH2:13][CH2:14][CH2:15][CH2:16]1>>[CH3:1][O:2][CH2:3][CH2:4][N+:5]([CH2:6][CH3:7])([CH2:8][CH3:9])[CH3:10].[I-:11]. The reactants are Cl.OC1C2=C(CNC1)SC=C2 (4-hydroxy-4,5,6,7-tetrahydro-thieno-[2,3-c]pyridine hydrochloride), C([O-])([O-])=O.[K+].[K+] (potassium carbonate), CS(=O)(=O)Cl (methanesulfonyl chloride). Run in C(Cl)(Cl)Cl (chloroform), C(Cl)(Cl)Cl (chloroform). Run at time 2 hour. Product: OC1C2=C(CN(C1)S(=O)(=O)C)SC=C2 (4-hydroxy-6-mesyl-4,5,6,7-tetrahydro thieno[2,3-c]pyridine). Yield: 76.0%. Reaction SMILES: Cl.[OH:2][CH:3]1[CH2:8][NH:7][CH2:6][C:5]2[S:9][CH:10]=[CH:11][C:4]1=2.C(=O)([O-])[O-].[K+].[K+].[CH3:18][S:19](Cl)(=[O:21])=[O:20]>C(Cl)(Cl)Cl>[OH:2][CH:3]1[CH2:8][N:7]([S:19]([CH3:18])(=[O:21])=[O:20])[CH2:6][C:5]2[S:9][CH:10]=[CH:11][C:4]1=2 |f:0.1,2.3.4|. Procedure: To a mixture of 4-hydroxy-4,5,6,7-tetrahydro-thieno-[2,3-c]pyridine hydrochloride (50 g; 0.26 mole), chloroform (200 ml) and saturated aqueous potassium carbonate solution (100 ml) is added dropwise a solution of methanesulfonyl chloride (30 g; 0.26 mole) in chloroform (50 ml), at room temperature and with vigorous mechanical stirring. Stirring is continued a further 2 hours at room temperature. After decantation, the chloroform phase is washed with dilute hydrochloric acid, then with water, and... RXN SMILES: [CH2:3]([c:4]1[cH:5][cH:6][cH:7][cH:8][cH:9]1)[O:10][c:11]1[cH:12][cH:13][c:14]2[cH:15][cH:16][c:17]([C:21]#[N:22])[cH:18][c:19]2[cH:20]1.[CH3:23][c:24]1[cH:25][cH:26][cH:27][cH:28][cH:29]1.[CH3:32][CH2:33][OH:34].[ClH:30].[K+:2].[OH-:1].[OH2:31]>>[O:1]=[C:21]([c:17]1[cH:16][cH:15][c:14]2[cH:13][cH:12][c:11]([O:10][CH2:3][c:4]3[cH:5][cH:6][cH:7][cH:8][cH:9]3)[cH:20][c:19]2[cH:18]1)[OH:31]. Yields the product O=C(O)c1ccc2ccc(OCc3ccccc3)cc2c1. Starting materials: N#Cc1ccc2ccc(OCc3ccccc3)cc2c1, Cc1ccccc1, CCO, Cl, [K+], [OH-], O. The reactants are ClC1=NC=C(C(=O)OC)C=C1 (methyl 6-chloronicotinate), C[Si](C(F)(F)F)(C)C (trimethyl(trifluoromethyl)silane), Cl (HCl), C(C)(=O)OCC (Ethyl acetate). Reagents/catalysts: [F-].[Cs+] (CsF). Run in COCCOC (DME), O (water), C1=CC=CC=C1 (benzene), O.C1=CC=CC=C1 (water benzene). Reaction conditions: time 3 hour. The product is ClC1=CC=C(C=N1)C(C(F)(F)F)=O (1-(6-chloropyridin-3-yl)-2,2,2-trifluoroethanone). The yield is 93.3%. Reaction SMILES: [Cl:1][C:2]1[CH:11]=[CH:10][C:5]([C:6]([O:8]C)=O)=[CH:4][N:3]=1.C[Si](C)(C)[C:14]([F:17])([F:16])[F:15].Cl.C(OCC)(=O)C>COCCOC.O.C1C=CC=CC=1.[F-].[Cs+].O.C1C=CC=CC=1>[Cl:1][C:2]1[N:3]=[CH:4][C:5]([C:6](=[O:8])[C:14]([F:17])([F:16])[F:15])=[CH:10][CH:11]=1 |f:7.8,9.10|. Procedure details: To a solution of methyl 6-chloronicotinate (150.0 g, 874.2 mmol) and CsF (1.73 g, 11.36 mmol) in DME (480 mL) was added trimethyl(trifluoromethyl)silane (138.9 mL, 939.8 mmol) dropwise. The reaction mixture was stirred at ambient temperature for 3 hours. 4 N HCl (655.7 mL, 2623 mmol) in water was added, and the mixture was stirred at ambient temperature for 18 hours. Ethyl acetate (500 mL) was added. The organic layer was separated, washed with saturated sodium bicarbonate and brine, dried (sodi... Starting materials: CC1=CN=CC(=N1)C1=CC2=C(C=N1)C=NN2 (6-(6-methylpyrazin-2-yl)-1H-pyrazolo[4,3-c]pyridine), BrC1=CN=C(C(=N1)N1C[C@H](CCC1)NC(OC(C)(C)C)=O)OC (tert-butyl N-[(3S)-1-(6-bromo-3-methoxy-pyrazin-2-yl)-3-piperidyl]carbamate), CC1(C2=C(C(=CC=C2)P(C3=CC=CC=C3)C4=CC=CC=C4)OC5=C(C=CC=C51)P(C6=CC=CC=C6)C7=CC=CC=C7)C (xantphos), CC(C)([O-])C.[Na+] (sodium tert-butoxide). Reagents/catalysts: C=1C=CC(=CC1)/C=C/C(=O)/C=C/C2=CC=CC=C2.C=1C=CC(=CC1)/C=C/C(=O)/C=C/C2=CC=CC=C2.C=1C=CC(=CC1)/C=C/C(=O)/C=C/C2=CC=CC=C2.[Pd].[Pd] (tris(dibenzylideneacetone)dipalladium(0)). Solvent: C1(=CC=CC=C1)C (toluene). Run at temperature 110 celsius. Product: COC=1C(=NC(=CN1)N1N=CC=2C=NC(=CC21)C2=NC(=CN=C2)C)N2C[C@H](CCC2)NC(OC(C)(C)C)=O (tert-butyl N-[(3S)-1-[3-methoxy-6-[6-(6-methylpyrazin-2-yl)pyrazolo[4,3-c]pyridin-1-yl]pyrazin-2-yl]-3-piperidyl]carbamate). Yield: 56.9%. RXN SMILES: [CH3:1][C:2]1[N:7]=[C:6]([C:8]2[N:13]=[CH:12][C:11]3[CH:14]=[N:15][NH:16][C:10]=3[CH:9]=2)[CH:5]=[N:4][CH:3]=1.Br[C:18]1[N:23]=[C:22]([N:24]2[CH2:29][CH2:28][CH2:27][C@H:26]([NH:30][C:31](=[O:37])[O:32][C:33]([CH3:36])([CH3:35])[CH3:34])[CH2:25]2)[C:21]([O:38][CH3:39])=[N:20][CH:19]=1.CC1(C)C2C(=C(P(C3C=CC=CC=3)C3C=CC=CC=3)C=CC=2)OC2C(P(C3C=CC=CC=3)C3C=CC=CC=3)=CC=CC1=2.CC(C)([O-])C.[Na+]>C1(C)C=CC=CC=1.C1C=CC(/C=C/C(/C=C/C2C=CC=CC=2)=O)=CC=1.C1C=CC(/C=C/C(/C=C/C2C=CC=CC=2)=O)=CC=1.C1C=CC(/C=C/C(/C=C/C2C=CC=CC=2)=O)=CC=1.[Pd].[Pd]>[CH3:39][O:38][C:21]1[C:22]([N:24]2[CH2:29][CH2:28][CH2:27][C@H:26]([NH:30][C:31](=[O:37])[O:32][C:33]([CH3:35])([CH3:34])[CH3:36])[CH2:25]2)=[N:23][C:18]([N:16]2[C:10]3[CH:9]=[C:8]([C:6]4[CH:5]=[N:4][CH:3]=[C:2]([CH3:1])[N:7]=4)[N:13]=[CH:12][C:11]=3[CH:14]=[N:15]2)=[CH:19][N:20]=1 |f:3.4,6.7.8.9.10|. Reported procedure: A mixture of 6-(6-methylpyrazin-2-yl)-1H-pyrazolo[4,3-c]pyridine (80 mg; 0.38 mmol), tert-butyl N-[(3S)-1-(6-bromo-3-methoxy-pyrazin-2-yl)-3-piperidyl]carbamate (181 mg, 0.4550 mmol), tris(dibenzylideneacetone)dipalladium(0) (35 mg, 0.038 mmol), xantphos (45 mg, 0.076 mmol), and sodium tert-butoxide (75 mg, 0.76 mmol) in toluene 3.0 mL was stirred at 110° C. 18 h. The reaction was filtered through celite. The crude product was purified by flash chromatography (EtOAc/Heptane eluted at 75% EtOAc) ... Starting materials: NC=1SC=CC1C(=O)OC (methyl 2-aminothiophene-3-carboxylate), C(Cl)(Cl)Cl (chloroform), C(=S)(Cl)Cl (thiophosgene), C([O-])(O)=O.[Na+] (sodium bicarbonate). The solvent is O (water). Run at time 1 hour. The product is N(=C=S)C=1SC=CC1C(=O)OC (methyl 2-isothiocyanatothiophene-3-carboxylate). Isolated yield 65.1%. As a reaction SMILES: [NH2:1][C:2]1[S:3][CH:4]=[CH:5][C:6]=1[C:7]([O:9][CH3:10])=[O:8].C(Cl)(Cl)Cl.[C:15](Cl)(Cl)=[S:16].C(=O)(O)[O-].[Na+]>O>[N:1]([C:2]1[S:3][CH:4]=[CH:5][C:6]=1[C:7]([O:9][CH3:10])=[O:8])=[C:15]=[S:16] |f:3.4|. Reported procedure: In a sulfonation flask, 50.2 g (0.32 mol) of methyl 2-aminothiophene-3-carboxylate are added to 480 ml of chloroform and 320 ml of water. Then 40.5 g (0.35 mol) of thiophosgene and 1000 ml of saturated aqueous sodium bicarbonate solution are added simultaneously in 40 minutes under stirring. The stirring continued for 1 h at room temperature and then the organic phase is separated. The water phase is extracted twice with chloroform and the organic phase dried over sodium sulfate. After removal o...